This data is from the Open Reaction Database (ORD), a public repository of structured organic reaction records. The task is: describe an organic reaction: reactants, conditions, products, and yield The reactants are [Br-], C1CCOC1, C[Mg+], Cc1cc2cccc(C(C)C)c2[nH]1, [Cl-], O=C(Cl)c1cccc(Cl)c1Cl, [NH4+]. Yields the product Cc1[nH]c2c(C(C)C)cccc2c1C(=O)c1cccc(Cl)c1Cl. RXN SMILES: [Br-:1].[CH2:30]1[O:31][CH2:32][CH2:33][CH2:34]1.[CH3:2][Mg+:3].[CH:4]([CH3:5])([CH3:6])[c:7]1[cH:8][cH:9][cH:10][c:11]2[cH:12][c:13]([CH3:16])[nH:14][c:15]12.[Cl-:28].[Cl:17][c:18]1[c:19]([C:20](=[O:21])[Cl:22])[cH:23][cH:24][cH:25][c:26]1[Cl:27].[NH4+:29]>>[CH:4]([CH3:5])([CH3:6])[c:7]1[cH:8][cH:9][cH:10][c:11]2[c:12]([C:20]([c:19]3[c:18]([Cl:17])[c:26]([Cl:27])[cH:25][cH:24][cH:23]3)=[O:21])[c:13]([CH3:16])[nH:14][c:15]12. Starting materials: BrC=1C=CC(=NC1)[N+](=O)[O-] (5-Bromo-2-nitropyridine), [C@@H]12N(C[C@@H](NC1)C2)C(=O)OC(C)(C)C (tert-butyl (1S,4S)-2,5-diazabicyclo[2.2.1]heptane-2-carboxylate). Yields the product [N+](=O)([O-])C1=CC=C(C=N1)N1[C@@H]2CN([C@H](C1)C2)C(=O)OC(C)(C)C (tert-butyl (1S,4S)-5-(6-nitro-3-pyridinyl)-2,5-diazabicyclo[2.2.1]heptane-2-carboxylate). RXN SMILES: Br[C:2]1[CH:3]=[CH:4][C:5]([N+:8]([O-:10])=[O:9])=[N:6][CH:7]=1.[C@H:11]12[CH2:17][C@H:14]([NH:15][CH2:16]1)[CH2:13][N:12]2[C:18]([O:20][C:21]([CH3:24])([CH3:23])[CH3:22])=[O:19]>>[N+:8]([C:5]1[N:6]=[CH:7][C:2]([N:15]2[CH2:16][C@@H:11]3[CH2:17][C@H:14]2[CH2:13][N:12]3[C:18]([O:20][C:21]([CH3:24])([CH3:23])[CH3:22])=[O:19])=[CH:3][CH:4]=1)([O-:10])=[O:9]. Procedure details: 5-Bromo-2-nitropyridine, prepared as described in (J. Am. Chem. Soc., (1945) 67, 668), and tert-butyl (1S,4S)-2,5-diazabicyclo[2.2.1]heptane-2-carboxylate, prepared as described in (J. Med. Chem., (1988) 31, 1598-1611), were coupled according to the procedure of Example 2A to provide the title compound.